Dataset: the Open Reaction Database (ORD), a public repository of structured organic reaction records. Task: describe an organic reaction: reactants, conditions, products, and yield Reactants: C(C1=CC=CC=C1)(C1=CC=CC=C1)O (benzhydrol), FC(C(=O)O)(F)F (trifluoroacetic acid), C(CS)(=O)O (thioglycolic acid). Solvent: ClCCl (dichloromethane), ClCCl (dichloromethane). Conditions: time 1 hour. The product is C(C1=CC=CC=C1)(C1=CC=CC=C1)CC(=S)O (benzhydrylthioacetic acid). RXN SMILES: [CH:1](O)([C:8]1[CH:13]=[CH:12][CH:11]=[CH:10][CH:9]=1)[C:2]1[CH:7]=[CH:6][CH:5]=[CH:4][CH:3]=1.F[C:16](F)(F)[C:17]([OH:19])=O.C(O)(=O)C[SH:24]>ClCCl>[CH:1]([CH2:16][C:17]([OH:19])=[S:24])([C:8]1[CH:13]=[CH:12][CH:11]=[CH:10][CH:9]=1)[C:2]1[CH:7]=[CH:6][CH:5]=[CH:4][CH:3]=1. Procedure: To a solution of benzhydrol (90 g, 0.488 mol) and trifluoroacetic acid (90 mL) in dichloromethane (300 mL) was added thioglycolic acid (40 g, 0.488 mol) in dichloromethane (60 mL) drop wise over 20 minutes. The reaction was completed in one hour. The solvent was removed in vacuo to give a crude solid, which was dried overnight under high vacuum. The solid was treated with 2 N NaOH (1.0 L) and washed with t-butylmethylether (200 ml) to remove non carboxylic acid impurities. The aqueous solution w... Starting materials: C(C)(C)NC(C)C (diisopropylamine), C(CCC)[Li] (n-butyllithium), CC1=C(C(=O)O)C=CC(=C1)OCCN1CCOCC1 (2-methyl-4-(2-morpholin-4-yl-ethoxy)-benzoic acid), C(C)OC(OCC)=O (diethylcarbonate), C(C)(C)[N-]C(C)C.[Li+] (lithium diisopropylamide), C(C)(=O)O (acetic acid). Run in O1CCCC1 (tetrahydrofuran), O1CCCC1 (tetrahydrofuran). Reaction conditions: time 1.5 hour. Yields the product C(C)OC(=O)CC1=C(C(=O)O)C=CC(=C1)OCCN1CCOCC1 (2-Ethoxycarbonylmethyl-4-(2-morpholin-4-yl-ethoxy)-benzoic acid). As a reaction SMILES: [CH3:1][C:2]1[CH:10]=[C:9]([O:11][CH2:12][CH2:13][N:14]2[CH2:19][CH2:18][O:17][CH2:16][CH2:15]2)[CH:8]=[CH:7][C:3]=1[C:4]([OH:6])=[O:5].[CH2:20]([O:22][C:23](=O)[O:24]CC)[CH3:21].C([N-]C(C)C)(C)C.[Li+].C(NC(C)C)(C)C.C([Li])CCC.C(O)(=O)C>O1CCCC1>[CH2:20]([O:22][C:23]([CH2:1][C:2]1[CH:10]=[C:9]([O:11][CH2:12][CH2:13][N:14]2[CH2:19][CH2:18][O:17][CH2:16][CH2:15]2)[CH:8]=[CH:7][C:3]=1[C:4]([OH:6])=[O:5])=[O:24])[CH3:21] |f:2.3|. Reported procedure: A solution of 2-methyl-4-(2-morpholin-4-yl-ethoxy)-benzoic acid (3.58 g, 13.5 mmole) and diethylcarbonate (2.40 g, 20.4 mmole) in tetrahydrofuran (30 mL) is added dropwise to a solution of lithium diisopropylamide (30.0 mmole) at −78° C. (freshly prepared from diisopropylamine (3.04 g, 30.0 mmole) and n-butyllithium (18.8 mL of 1.6M in hexanes, 30.1 mmole) in tetrahydrofuran (20 mL)) over 15 minutes. This mixture is allowed to warm to room temperature and stirred for 1.5 hours. The reaction mixt... Reactants: ClC1=NC=C(C(=O)C2=CC=C(C=C2)C=CC2=NC3=CC=CC(=C3C(N2C)=O)C)C=C1 (2-[2-[4-(6-chloronicotinoyl)-phenyl]vinyl]-3,5-dimethyl-4(3H)-quinazolinone), C1(=CC=CC=C1)N1CCNCC1 (1-phenylpiperazine). The solvent is N1=CC=CC=C1 (pyridine). Run at temperature 90 celsius, time 4 hour. Yields the product CN1C(=NC2=CC=CC(=C2C1=O)C)C=CC1=CC=C(C=C1)C(C1=CN=C(C=C1)N1CCN(CC1)C1=CC=CC=C1)=O (3,5-Dimethyl-2-[2-[4-[6-(4-phenyl-1-piperazinyl)-nicotinoyl]phenyl]vinyl]-4(3H)-quinazolinone). RXN SMILES: Cl[C:2]1[CH:30]=[CH:29][C:5]([C:6]([C:8]2[CH:13]=[CH:12][C:11]([CH:14]=[CH:15][C:16]3[N:25]([CH3:26])[C:24](=[O:27])[C:23]4[C:18](=[CH:19][CH:20]=[CH:21][C:22]=4[CH3:28])[N:17]=3)=[CH:10][CH:9]=2)=[O:7])=[CH:4][N:3]=1.[C:31]1([N:37]2[CH2:42][CH2:41][NH:40][CH2:39][CH2:38]2)[CH:36]=[CH:35][CH:34]=[CH:33][CH:32]=1>N1C=CC=CC=1>[CH3:26][N:25]1[C:24](=[O:27])[C:23]2[C:18](=[CH:19][CH:20]=[CH:21][C:22]=2[CH3:28])[N:17]=[C:16]1[CH:15]=[CH:14][C:11]1[CH:12]=[CH:13][C:8]([C:6](=[O:7])[C:5]2[CH:29]=[CH:30][C:2]([N:40]3[CH2:41][CH2:42][N:37]([C:31]4[CH:36]=[CH:35][CH:34]=[CH:33][CH:32]=4)[CH2:38][CH2:39]3)=[N:3][CH:4]=2)=[CH:9][CH:10]=1. Reported procedure: To a solution of 2-[2-[4-(6-chloronicotinoyl)-phenyl]vinyl]-3,5-dimethyl-4(3H)-quinazolinone (333 mg) in pyridine (5 ml) was added 1-phenylpiperazine (156 ml) and the mixture was stirred at 90° C. for 4 hours. This reaction mixture was concentrated and extracted with ethyl acetate. The organic layer was washed serially with water and saturated aqueous NaCl solution, dried over anhydrous magnesium sulfate, and concentrated. The residue was purified by silica gel column chromatography (n-hexane: e...